Dataset: the Open Reaction Database (ORD), a public repository of structured organic reaction records. Task: describe an organic reaction: reactants, conditions, products, and yield Reactants: CC(=O)Nc1c(C(=O)c2cccc(N)c2)[nH]c2cc(Cl)ccc12, CCOC(C)=O, CS(=O)(=O)Cl, CCCCCC. Product: CC(=O)Nc1c(C(=O)c2cccc(NS(C)(=O)=O)c2)[nH]c2cc(Cl)ccc12. RXN SMILES: [C:1]([CH3:2])(=[O:3])[NH:4][c:5]1[c:6]([C:15]([c:16]2[cH:17][c:18]([NH2:22])[cH:19][cH:20][cH:21]2)=[O:23])[nH:7][c:8]2[cH:9][c:10]([Cl:14])[cH:11][cH:12][c:13]12.[C:35]([O:36][CH2:37][CH3:38])(=[O:39])[CH3:40].[CH3:24][S:25]([Cl:26])(=[O:27])=[O:28].[CH3:29][CH2:30][CH2:31][CH2:32][CH2:33][CH3:34]>>[C:1]([CH3:2])(=[O:3])[NH:4][c:5]1[c:6]([C:15]([c:16]2[cH:17][c:18]([NH:22][S:25]([CH3:24])(=[O:27])=[O:28])[cH:19][cH:20][cH:21]2)=[O:23])[nH:7][c:8]2[cH:9][c:10]([Cl:14])[cH:11][cH:12][c:13]12. Starting materials: S(O)(O)(=O)=O (sulfuric acid), CO (methanol), ClC=1C=C(C(=C(C(=O)O)C1)O)O (5-Chloro-2,3-dihydroxybenzoic acid). The product is ClC=1C=C(C(=C(C(=O)OC)C1)O)O (methyl 5-chloro-2,3-dihydroxybenzoate). As a reaction SMILES: S(=O)(=O)(O)O.[Cl:6][C:7]1[CH:8]=[C:9]([OH:17])[C:10]([OH:16])=[C:11]([CH:15]=1)[C:12]([OH:14])=[O:13].[CH3:18]O>>[Cl:6][C:7]1[CH:8]=[C:9]([OH:17])[C:10]([OH:16])=[C:11]([CH:15]=1)[C:12]([O:14][CH3:18])=[O:13]. Reported procedure: A mixture of methanol (60 ml) and sulfuric acid (5.2 ml) was stirred at room temperature. 5-Chloro-2,3-dihydroxybenzoic acid (0.11 mol) was added. The reaction mixture was stirred and refluxed for 20 hours, and then poured out onto ice. The precipitate was filtered off, washed with water, and dried, yielding 18.48 g of methyl 5-chloro-2,3-dihydroxybenzoate (intermediate 9; mp: 102° C.). The reactants are ClC1=CC=C(C(=O)O)C=C1 (4-chlorobenzoic acid), OC1=C(C=CC=C1)B(O)O (2-hydroxyphenylboronic acid), C(=O)([O-])[O-].[K+].[K+] (K2CO3). Reagents/catalysts: CC(=O)[O-].CC(=O)[O-].[Pd+2] (Pd(OAc)2), C1(CCCCC1)P(C1=C(C=CC=C1)C1=C(C(=CC=C1OC)S(=O)(=O)[O-])OC)C1CCCCC1.[Na+] (sodium 2-dicyclohexylphosphino-2′,6′-dimethoxybiphenyl-3′-sulfonate). The solvent is O (water). Product: OC1=C(C=CC=C1)C1=CC=C(C=C1)C(=O)O (2′-hydroxy-biphenyl-4-carboxylic acid). Isolated yield 94.8%. Reaction SMILES: Cl[C:2]1[CH:10]=[CH:9][C:5]([C:6]([OH:8])=[O:7])=[CH:4][CH:3]=1.[OH:11][C:12]1[CH:17]=[CH:16][CH:15]=[CH:14][C:13]=1B(O)O.C([O-])([O-])=O.[K+].[K+]>CC([O-])=O.CC([O-])=O.[Pd+2].C1(P(C2CCCCC2)C2C=CC=CC=2C2C(OC)=CC=C(S([O-])(=O)=O)C=2OC)CCCCC1.[Na+].O>[OH:11][C:12]1[CH:17]=[CH:16][CH:15]=[CH:14][C:13]=1[C:2]1[CH:10]=[CH:9][C:5]([C:6]([OH:8])=[O:7])=[CH:4][CH:3]=1 |f:2.3.4,5.6.7,8.9|. Procedure: The general procedure described in Example 3 was used with 4-chlorobenzoic acid (157 mg, 1.00 mmol), 2-hydroxyphenylboronic acid (166 mg, 1.20 mmol), Pd(OAc)2 (2.2 mg, 0.010 mmol, 1 mol %), sodium 2-dicyclohexylphosphino-2′,6′-dimethoxybiphenyl-3′-sulfonate (10.0 mg, 0.020 mmol, 2 mol %), K2CO3 (414 mg, 3.00 mmol), water (2.0 mL), 12 h, 100° C. The product was isolated as a white solid (203 mg, 95%). Mp=186° C. 1H NMR (400 MHz, d4-MeOH) δ: 8.04 (d, 2H, J=8.4 Hz), 7.65 (d, 2H, J=8.4 Hz), 7.25 (dd... The reactants are S(O)(O)(=O)=O (sulfuric acid), [N+](=O)(O)[O-] (nitric acid), ClC1=C(C=C(C=C1)F)C (2-Chloro-5-fluorotoluene). Conditions: time 2 hour. Product: ClC1=C(C=C(C(=C1)[N+](=O)[O-])F)C (1-Chloro-4-fluoro-2-methyl-5-nitrobenzene). Isolated yield 79.7%. RXN SMILES: S(=O)(=O)(O)O.[N+:6]([O-:9])(O)=[O:7].[Cl:10][C:11]1[CH:16]=[CH:15][C:14]([F:17])=[CH:13][C:12]=1[CH3:18]>>[Cl:10][C:11]1[CH:16]=[C:15]([N+:6]([O-:9])=[O:7])[C:14]([F:17])=[CH:13][C:12]=1[CH3:18]. Procedure details: To concentrated sulfuric acid (23.81 g), cooled to 0° C., under a nitrogen atmosphere, was added concentrated nitric acid (27.5 g) dropwise. 2-Chloro-5-fluorotoluene (9 g) was added dropwise and the reaction was stirred for 2 hours. The reaction was poured into ice and extracted with ethyl acetate. The organic phase was washed with aqueous sodium hydrogen carbonate, dried over sodium sulfate and concentrated under reduced pressure. The residue was purified by silica column chromatography [elutin... Reactants: [Br-], [Br-], [Br-], Cc1ccc(O)c2c1C(=O)N1CCN(Cc3ccccc3)CC1C2, CCCC[N+](CCCC)(CCCC)CCCC, CCCC[N+](CCCC)(CCCC)CCCC, CCCC[N+](CCCC)(CCCC)CCCC, CO, ClCCl. Yields the product Cc1cc(Br)c(O)c2c1C(=O)N1CCN(Cc3ccccc3)CC1C2. RXN SMILES: [Br-:27].[Br-:28].[Br-:29].[CH2:1]([c:2]1[cH:3][cH:4][cH:5][cH:6][cH:7]1)[N:8]1[CH2:9][CH:10]2[N:11]([C:12](=[O:22])[c:13]3[c:14]([CH3:21])[cH:15][cH:16][c:17]([OH:20])[c:18]3[CH2:19]2)[CH2:23][CH2:24]1.[CH2:30]([N+:31]([CH2:32][CH2:33][CH2:34][CH3:35])([CH2:36][CH2:37][CH2:38][CH3:39])[CH2:40][CH2:41][CH2:42][CH3:43])[CH2:44][CH2:45][CH3:46].[CH2:47]([N+:48]([CH2:49][CH2:50][CH2:51][CH3:52])([CH2:53][CH2:54][CH2:55][CH3:56])[CH2:57][CH2:58][CH2:59][CH3:60])[CH2:61][CH2:62][CH3:63].[CH2:64]([N+:65]([CH2:66][CH2:67][CH2:68][CH3:69])([CH2:70][CH2:71][CH2:72][CH3:73])[CH2:74][CH2:75][CH2:76][CH3:77])[CH2:78][CH2:79][CH3:80].[CH3:25][OH:26].[Cl:81][CH2:82][Cl:83]>>[CH2:1]([c:2]1[cH:3][cH:4][cH:5][cH:6][cH:7]1)[N:8]1[CH2:9][CH:10]2[N:11]([C:12](=[O:22])[c:13]3[c:14]([CH3:21])[cH:15][c:16]([Br:27])[c:17]([OH:20])[c:18]3[CH2:19]2)[CH2:23][CH2:24]1. Starting materials: CC1=CC=C(C=C1)S(=O)(=O)OC[C@H](CCC=1C(=C2C=CC=NC2=CC1)OCC1=CC=CC=C1)O ((2S)-4-[5-(benzyloxy)quinolin-6-yl]-2-hydroxybutyl 4-methylbenzene sulfonate). The reagents and catalysts are [Pd] (palladium on carbon). The solvent is C(C)O (ethanol). The product is CC1=CC=C(C=C1)S(=O)(=O)OC[C@H](CCC=1C(=C2C=CC=NC2=CC1)O)O ((2S)-2-hydroxy-4-(5-hydroxy-quinolin-6-yl)butyl 4-methylbenzenesulfonate). Reaction SMILES: [CH3:1][C:2]1[CH:7]=[CH:6][C:5]([S:8]([O:11][CH2:12][C@@H:13]([OH:34])[CH2:14][CH2:15][C:16]2[C:17]([O:26]CC3C=CC=CC=3)=[C:18]3[C:23](=[CH:24][CH:25]=2)[N:22]=[CH:21][CH:20]=[CH:19]3)(=[O:10])=[O:9])=[CH:4][CH:3]=1>[Pd].C(O)C>[CH3:1][C:2]1[CH:3]=[CH:4][C:5]([S:8]([O:11][CH2:12][C@@H:13]([OH:34])[CH2:14][CH2:15][C:16]2[C:17]([OH:26])=[C:18]3[C:23](=[CH:24][CH:25]=2)[N:22]=[CH:21][CH:20]=[CH:19]3)(=[O:9])=[O:10])=[CH:6][CH:7]=1. Reported procedure: Treatment of (2S)-4-[5-(benzyloxy)quinolin-6-yl]-2-hydroxybutyl 4-methylbenzene sulfonate with palladium on carbon (10 wt. %) in ethanol following the procedure described in Example 9 provides (2S)-2-hydroxy-4-(5-hydroxy-quinolin-6-yl)butyl 4-methylbenzenesulfonate. Reaction SMILES: [ClH:15].[N+:1](=[O:2])([O-:3])[c:4]1[c:5]([NH2:6])[cH:7][cH:8][c:9]([O:11][CH3:12])[cH:10]1.[Na+:14].[OH-:13].[OH2:16]>>[N+:1](=[O:2])([O-:3])[c:4]1[c:5]([OH:13])[cH:7][cH:8][c:9]([O:11][CH3:12])[cH:10]1. Product: COc1ccc(O)c([N+](=O)[O-])c1. Starting materials: Cl, COc1ccc(N)c([N+](=O)[O-])c1, [Na+], [OH-], O. Reactants: FC1=CC=C(C=2SC3=CC=CC=C3C(C12)=O)OCC(=O)O ((1-fluoro-9-oxo-9H-thioxanthen-4-yloxy)-acetic acid), C(C)#N (acetonitrile), OCCCCOC(C=C)=O.C(C1CO1)OCC1CO1 (4-hydroxybutylacrylate glycidylether). Reagents/catalysts: [Br-].C(CCC)[N+](CCCC)(CCCC)CCCC (tetrabutylammonium bromide), C(C)(C)(C)C1=C(C(=CC(=C1)C)C(C)(C)C)O (2,6-di-tert-butyl-4-methylphenol). Solvent: CC(=O)N(C)C (dimethylacetamide). Conditions: temperature 94 celsius. The product is FC1=CC=C(C=2SC3=CC=CC=C3C(C12)=O)OCC(=O)OCC(COCCCCOC(C=C)=O)O (acrylic acid 4-{3-[2-(1-fluoro-9-oxo-9H-thioxanthen-4-yloxy)-acetoxy]-2-hydroxy-propoxy}-butyl ester). The yield is 114.3%. As a reaction SMILES: [F:1][C:2]1[C:15]2[C:14](=[O:16])[C:13]3[C:8](=[CH:9][CH:10]=[CH:11][CH:12]=3)[S:7][C:6]=2[C:5]([O:17][CH2:18][C:19]([OH:21])=[O:20])=[CH:4][CH:3]=1.C(#N)C.[OH:25][CH2:26][CH2:27][CH2:28][CH2:29][O:30][C:31](=[O:34])[CH:32]=[CH2:33].[CH2:35](OCC1OC1)[CH:36]1[O:38][CH2:37]1>[Br-].C([N+](CCCC)(CCCC)CCCC)CCC.C(C1C=C(C)C=C(C(C)(C)C)C=1O)(C)(C)C.CC(N(C)C)=O>[F:1][C:2]1[C:15]2[C:14](=[O:16])[C:13]3[C:8](=[CH:9][CH:10]=[CH:11][CH:12]=3)[S:7][C:6]=2[C:5]([O:17][CH2:18][C:19]([O:21][CH2:35][CH:36]([OH:38])[CH2:37][O:25][CH2:26][CH2:27][CH2:28][CH2:29][O:30][C:31](=[O:34])[CH:32]=[CH2:33])=[O:20])=[CH:4][CH:3]=1 |f:2.3,4.5|. Procedure details: A reaction mixture containing (1-fluoro-9-oxo-9H-thioxanthen-4-yloxy)-acetic acid (4.0 g, 13 mmol), acetonitrile (65 mL), dimethylacetamide (30 ml), tetrabutylammonium bromide (0.4 g, 1.3 mmol), 2,6-di-tert-butyl-4-methylphenol (0.03 g, 0.13 mmol) and 4-hydroxybutylacrylate glycidylether (2.6 g, 13 mmol) was heated to reflux (94° C.). The mixture was allowed to stir at reflux temperature for 24 hours. The solvent was removed under reduced pressure. The residual oil was dissolved in dichlorometha...